From a dataset of the Open Reaction Database (ORD), a public repository of structured organic reaction records. describe an organic reaction: reactants, conditions, products, and yield Reactants: CO, Cc1sc(C(=O)NC(CC2CCCCC2)CN2C(=O)c3ccccc3C2=O)cc1-c1c(Cl)cnn1C, NN, C1CCOC1. The product is Cc1sc(C(=O)NC(CN)CC2CCCCC2)cc1-c1c(Cl)cnn1C. Reaction SMILES: [CH3:44][OH:45].[Cl:1][c:2]1[cH:3][n:4][n:5]([CH3:36])[c:6]1-[c:7]1[cH:8][c:9]([C:13](=[O:14])[NH:15][CH:16]([CH2:17][CH:18]2[CH2:19][CH2:20][CH2:21][CH2:22][CH2:23]2)[CH2:24][N:25]2[C:26](=[O:27])[c:28]3[c:29]([cH:30][cH:31][cH:32][cH:33]3)[C:34]2=[O:35])[s:10][c:11]1[CH3:12].[NH2:37][NH2:38].[O:39]1[CH2:40][CH2:41][CH2:42][CH2:43]1>>[Cl:1][c:2]1[cH:3][n:4][n:5]([CH3:36])[c:6]1-[c:7]1[cH:8][c:9]([C:13](=[O:14])[NH:15][CH:16]([CH2:17][CH:18]2[CH2:19][CH2:20][CH2:21][CH2:22][CH2:23]2)[CH2:24][NH2:25])[s:10][c:11]1[CH3:12]. Starting materials: C(C)OC(C1C(CCC(C1)(C)C)=O)OCC (2-(diethoxymethyl)-4,4-dimethylcyclohexanone), ClC1=CC=C(C=C1)[Mg]Br (4-chlorophenyl magnesium bromide). Yields the product ClC1=CC=C(C=C1)C1(C(CC(CC1)(C)C)C(OCC)OCC)O (1-(4-chlorophenyl)-2-(diethoxymethyl)-4,4-dimethylcyclohexanol). As a reaction SMILES: [CH2:1]([O:3][CH:4]([O:14][CH2:15][CH3:16])[CH:5]1[CH2:10][C:9]([CH3:12])([CH3:11])[CH2:8][CH2:7][C:6]1=[O:13])[CH3:2].[Cl:17][C:18]1[CH:23]=[CH:22][C:21]([Mg]Br)=[CH:20][CH:19]=1>>[Cl:17][C:18]1[CH:23]=[CH:22][C:21]([C:6]2([OH:13])[CH2:7][CH2:8][C:9]([CH3:12])([CH3:11])[CH2:10][CH:5]2[CH:4]([O:3][CH2:1][CH3:2])[O:14][CH2:15][CH3:16])=[CH:20][CH:19]=1. Reported procedure: reacting the 2-(diethoxymethyl)-4,4-dimethylcyclohexanone and 4-chlorophenyl magnesium bromide to provide 1-(4-chlorophenyl)-2-(diethoxymethyl)-4,4-dimethylcyclohexanol and isolating or not isolating the 1-(4-chlorophenyl)-2-(diethoxymethyl)-4,4-dimethylcyclohexanol; and Starting materials: C1OC2=CC(=C(C=C2O1)CC(=O)OC)C(C1=CC(=C(C=C1)[N+](=O)[O-])C)=O (methyl 4,5-methylenedioxy-2-(3-methyl-4-nitrobenzoyl)phenylacetate), O.NN (hydrazine hydrate), C(C)O (ethanol). Yields the product C1OC=2C(=CC3=C(CC(NN=C3C3=CC(=C(C=C3)[N+](=O)[O-])C)=O)C2)O1 (7,8-Methylenedioxy-1-(3-methyl-4-nitrophenyl)-3,5-dihydro-2,3-benzodiazepin-4(4H)-one). RXN SMILES: [CH2:1]1[O:9][C:8]2[C:3](=[CH:4][C:5]([C:15](=O)[C:16]3[CH:21]=[CH:20][C:19]([N+:22]([O-:24])=[O:23])=[C:18]([CH3:25])[CH:17]=3)=[C:6]([CH2:10][C:11](OC)=[O:12])[CH:7]=2)[O:2]1.O.[NH2:28][NH2:29].C(O)C>>[CH2:1]1[O:2][C:3]2=[CH:4][C:5]3[C:15]([C:16]4[CH:21]=[CH:20][C:19]([N+:22]([O-:24])=[O:23])=[C:18]([CH3:25])[CH:17]=4)=[N:29][NH:28][C:11](=[O:12])[CH2:10][C:6]=3[CH:7]=[C:8]2[O:9]1 |f:1.2|. Procedure: The title compound was prepared from methyl 4,5-methylenedioxy-2-(3-methyl-4-nitrobenzoyl)phenylacetate (1.4 g, 3.9 mmol) and hydrazine hydrate (1.0 mL, 18 mmol) in ethanol (25 mL) as a yellow solid (0.65 g, 1.9 mmol, 49%), mp: 275°-277° C. 1H NMR (CDCl3) 8.65 (s, 1H), 8.02 (d, J=8.5, 1H), 7.62 (s, 1H), 7.56 (d, J=8.5, 1H), 6.85 (s, 1H), 6.56 (s, 1H), 6.06 (s, 2H), 3.48 (s, 2H), 2.64 (s, 3H). Anal. Calcd. for C17H13N3O5 : C, 60.18; H, 3.86; N, 12.38. Found: C, 60.22; H, 3.83; N, 12.28. Starting materials: ClC=1C=NC(=C(C(=O)O)C1)N1CC(C1)(O)C1=CC=C(C=C1)F (5-chloro-2-(3-(4-fluorophenyl)-3-hydroxyazetidin-1-yl)nicotinic acid), Cl.NC1(CC1)C1=CC=C(C(=O)OC)C=C1 (methyl 4-(1-aminocyclopropyl)benzoate hydrochloride). Yields the product ClC=1C=NC(=C(C(=O)NC2(CC2)C2=CC=C(C(=O)OC)C=C2)C1)N1CC(C1)(O)C1=CC=C(C=C1)F (methyl 4-(1-(5-chloro-2-(3-(4-fluorophenyl)-3-hydroxyazetidin-1-yl)nicotinamido)cyclopropyl)benzoate). Isolated yield 78.1%. As a reaction SMILES: [Cl:1][C:2]1[CH:3]=[N:4][C:5]([N:11]2[CH2:14][C:13]([C:16]3[CH:21]=[CH:20][C:19]([F:22])=[CH:18][CH:17]=3)([OH:15])[CH2:12]2)=[C:6]([CH:10]=1)[C:7](O)=[O:8].Cl.[NH2:24][C:25]1([C:28]2[CH:37]=[CH:36][C:31]([C:32]([O:34][CH3:35])=[O:33])=[CH:30][CH:29]=2)[CH2:27][CH2:26]1>>[Cl:1][C:2]1[CH:3]=[N:4][C:5]([N:11]2[CH2:14][C:13]([C:16]3[CH:21]=[CH:20][C:19]([F:22])=[CH:18][CH:17]=3)([OH:15])[CH2:12]2)=[C:6]([CH:10]=1)[C:7]([NH:24][C:25]1([C:28]2[CH:37]=[CH:36][C:31]([C:32]([O:34][CH3:35])=[O:33])=[CH:30][CH:29]=2)[CH2:27][CH2:26]1)=[O:8] |f:1.2|. Procedure details: The title compound (D162) (76.7 mg) was prepared according to the experimental procedure described in Description 146 (reaction time 1 h) starting from 5-chloro-2-(3-(4-fluorophenyl)-3-hydroxyazetidin-1-yl)nicotinic acid (D112) (64 mg, 0.198 mmol) and methyl 4-(1-aminocyclopropyl)benzoate hydrochloride (D7) (45 mg, 0.198 mmol). The reactants are ethyl acetate-petroleum ether, CN1C=NC(=C1)C (1,4-dimethylimidazole), C(CCC)[Li] (n-butyl lithium), 3-hydroxymethyl, C=O (formaldehyde). Yields the product CN1C(=NC(=C1)C)CO (1,4-dimethyl-2-hydroxymethylimidazole). RXN SMILES: [CH3:1][N:2]1[CH:6]=[C:5]([CH3:7])[N:4]=[CH:3]1.C([Li])CCC.[CH2:13]=[O:14]>>[CH3:1][N:2]1[CH:6]=[C:5]([CH3:7])[N:4]=[C:3]1[CH2:13][OH:14]. Reported procedure: The reaction of 1,4-dimethylimidazole (5.65 g.) with n-butyl lithium followed by treatment with formaldehyde according to the method described for the preparation of 3-hydroxymethyl-5,6,7,8-tetrahydroimidazo[1,5-alpyridine (used for Example 224) gave 1,4-dimethyl-2-hydroxymethylimidazole (2.71 g.), m.p. 125°-126° (ethyl acetate-petroleum ether). Reactants: COC1=C(CNC2=NC=NC=C2)C=CC(=C1)OC (N-(2,4-dimethoxybenzyl)pyrimidin-4-amine), FC1=C(C=C(C=C1)S(=O)(=O)Cl)C(F)(F)F (4-fluoro-3-(trifluoromethyl)benzenesulfonyl chloride), N12CCN(CC1)CC2 (1,4-diazabicyclo[2.2.2]octane). Run in C(C)#N (acetonitrile). The product is COC1=C(CN(S(=O)(=O)C2=CC(=C(C=C2)F)C(F)(F)F)C2=NC=NC=C2)C=CC(=C1)OC (N-(2,4-dimethoxybenzyl)-4-fluoro-N-(pyrimidin-4-yl)-3-(trifluoromethyl)benzenesulfonamide). Yield: 32.9%. Reaction SMILES: [CH3:1][O:2][C:3]1[CH:16]=[C:15]([O:17][CH3:18])[CH:14]=[CH:13][C:4]=1[CH2:5][NH:6][C:7]1[CH:12]=[CH:11][N:10]=[CH:9][N:8]=1.[F:19][C:20]1[CH:25]=[CH:24][C:23]([S:26](Cl)(=[O:28])=[O:27])=[CH:22][C:21]=1[C:30]([F:33])([F:32])[F:31].N12CCN(CC1)CC2>C(#N)C>[CH3:1][O:2][C:3]1[CH:16]=[C:15]([O:17][CH3:18])[CH:14]=[CH:13][C:4]=1[CH2:5][N:6]([C:7]1[CH:12]=[CH:11][N:10]=[CH:9][N:8]=1)[S:26]([C:23]1[CH:24]=[CH:25][C:20]([F:19])=[C:21]([C:30]([F:33])([F:31])[F:32])[CH:22]=1)(=[O:28])=[O:27]. Procedure details: The reaction and aftertreatment were conducted in the same manner as in Example 14b by using the N-(2,4-dimethoxybenzyl)pyrimidin-4-amine (150 mg, 0.611 mmol) prepared in Example 14a, 4-fluoro-3-(trifluoromethyl)benzenesulfonyl chloride (321 mg, 1.22 mmol), 1,4-diazabicyclo[2.2.2]octane (137 mg, 1.22 mmol) and acetonitrile (5.0 mL), to yield the title compound (94.7 mg, 33%) as a colorless oil.